This data is from the Open Reaction Database (ORD), a public repository of structured organic reaction records. The task is: describe an organic reaction: reactants, conditions, products, and yield Reactants: C(C)OC(CCN1CC2=CC(=CC=C2CC1)S(NC1=CC(=CC=C1)Cl)(=O)=O)=O (ethyl-3-[7-(3-chlorophenylsulphamoyl)-1,2,3,4-tetrahydroisoquinolin-2-yl]propionate), [OH-].[Na+] (sodium hydroxide). Run in C(C)O (ethanol). Reaction conditions: time 1 hour. Yields the product ClC=1C=C(C=CC1)NS(=O)(=O)C1=CC=C2CCN(CC2=C1)CCC(=O)O (3-[7-(3-chlorophenylsulphamoyl)-1,2,3,4-tetrahydroisoquinolin-2-yl]propionic acid). RXN SMILES: C([O:3][C:4](=[O:28])[CH2:5][CH2:6][N:7]1[CH2:16][CH2:15][C:14]2[C:9](=[CH:10][C:11]([S:17](=[O:27])(=[O:26])[NH:18][C:19]3[CH:24]=[CH:23][CH:22]=[C:21]([Cl:25])[CH:20]=3)=[CH:12][CH:13]=2)[CH2:8]1)C.[OH-].[Na+]>C(O)C>[Cl:25][C:21]1[CH:20]=[C:19]([NH:18][S:17]([C:11]2[CH:10]=[C:9]3[C:14]([CH2:15][CH2:16][N:7]([CH2:6][CH2:5][C:4]([OH:28])=[O:3])[CH2:8]3)=[CH:13][CH:12]=2)(=[O:26])=[O:27])[CH:24]=[CH:23][CH:22]=1 |f:1.2|. Procedure: A mixture of ethyl-3-[7-(3-chlorophenylsulphamoyl)-1,2,3,4-tetrahydroisoquinolin-2-yl]propionate (4.08 g) and 10% sodium hydroxide solution (10 ml) in ethanol (10 ml) was stirred at room temperature for one hour. Ethanol was removed in vacuo, water (15 ml) added and the pH was adjusted to 6-7 with 2N HCl. This was extracted with ethylacetate:methanol 4:1 (3×50 ml) and dried (MgSO4). Concentration and crystallization from ethanol-methanol gave 3-[7-(3-chlorophenylsulphamoyl)-1,2,3,4-tetrahydroiso... Reactants: ClC1=C(C(=CC=C1F)Cl)C(C)OC=1C(=NC=C(C1)C1=C(C=C(C=C1)P(=O)(C)C)OC)N (3-[1-(2,6-dichloro-3-fluoro-phenyl)ethoxy]-5-(4-dimethylphosphoryl-2-methoxy-phenyl)pyridin-2-amine), Cl.N1=CC=CC=C1 (pyridine HCl salt). Conditions: temperature -205 celsius. Reported procedure: A mixture of 3-[1-(2,6-dichloro-3-fluoro-phenyl)ethoxy]-5-(4-dimethylphosphoryl-2-methoxy-phenyl)pyridin-2-amine (30 mg) and pyridine HCl salt (0.5 g) was heated to −205° C. for 30 minutes under N2. The reaction mixture was cooled down to room temperature and purified by reverse phase HPLC (water/methanol, 10-100%) as a gummy solid (4 mg); ESMS: m/z 469 (M+H)+. As a reaction SMILES: [Cl:1][C:2]1[C:7]([F:8])=[CH:6][CH:5]=[C:4]([Cl:9])[C:3]=1[CH:10]([O:12][C:13]1[C:14]([NH2:31])=[N:15][CH:16]=[C:17]([C:19]2[CH:24]=[CH:23][C:22]([P:25]([CH3:28])([CH3:27])=[O:26])=[CH:21][C:20]=2[O:29]C)[CH:18]=1)[CH3:11].Cl.N1C=CC=CC=1>>[NH2:31][C:14]1[N:15]=[CH:16][C:17]([C:19]2[CH:24]=[CH:23][C:22]([P:25]([CH3:28])([CH3:27])=[O:26])=[CH:21][C:20]=2[OH:29])=[CH:18][C:13]=1[O:12][CH:10]([C:3]1[C:4]([Cl:9])=[CH:5][CH:6]=[C:7]([F:8])[C:2]=1[Cl:1])[CH3:11] |f:1.2|. The product is NC1=C(C=C(C=N1)C1=C(C=C(C=C1)P(=O)(C)C)O)OC(C)C1=C(C(=CC=C1Cl)F)Cl (2-[6-amino-5-[1-(2,6-dichloro-3-fluoro-phenyl)ethoxy]-3-pyridyl]-5-dimethylphosphoryl-phenol).